This data is from the Open Reaction Database (ORD), a public repository of structured organic reaction records. The task is: describe an organic reaction: reactants, conditions, products, and yield Reactants: O=[N+]([O-])c1cc(Br)cc(Br)c1, O=C([O-])[O-], CCOC(=O)CCCOc1cccc(CCCCCCS)c1CCC(=O)OCC, CS(C)=O, CCOC(C)=O, [Cs+], [Cs+]. Product: CCOC(=O)CCCOc1cccc(CCCCCCSc2cc(Br)cc(Br)c2)c1CCC(=O)OCC. Reaction SMILES: [Br:30][c:31]1[cH:32][c:33]([N+:38]([O-:39])=[O:40])[cH:34][c:35]([Br:37])[cH:36]1.[C:41](=[O:42])([O-:43])[O-:44].[CH2:1]([CH3:2])[O:3][C:4]([CH2:5][CH2:6][CH2:7][O:8][c:9]1[c:10]([CH2:22][CH2:23][C:24](=[O:25])[O:26][CH2:27][CH3:28])[c:11]([CH2:15][CH2:16][CH2:17][CH2:18][CH2:19][CH2:20][SH:21])[cH:12][cH:13][cH:14]1)=[O:29].[CH3:47][S:48]([CH3:49])=[O:50].[CH3:51][CH2:52][O:53][C:54]([CH3:55])=[O:56].[Cs+:45].[Cs+:46]>>[CH2:1]([CH3:2])[O:3][C:4]([CH2:5][CH2:6][CH2:7][O:8][c:9]1[c:10]([CH2:22][CH2:23][C:24](=[O:25])[O:26][CH2:27][CH3:28])[c:11]([CH2:15][CH2:16][CH2:17][CH2:18][CH2:19][CH2:20][S:21][c:33]2[cH:32][c:31]([Br:30])[cH:36][c:35]([Br:37])[cH:34]2)[cH:12][cH:13][cH:14]1)=[O:29]. Starting materials: C1COCCN1, CCCP(=O)(O)O, CCN(C(C)C)C(C)C, Cn1ncc(C(=O)O)c1C(=O)Nc1cc2nc(-c3ccccc3)nn2cc1F, C1CCOC1. Yields the product Cn1ncc(C(=O)N2CCOCC2)c1C(=O)Nc1cc2nc(-c3ccccc3)nn2cc1F. As a reaction SMILES: [CH2:29]1[CH2:30][O:31][CH2:32][CH2:33][NH:34]1.[CH2:35]([P:36]([OH:37])([OH:38])=[O:39])[CH2:40][CH3:41].[CH:42]([N:43]([CH:44]([CH3:45])[CH3:46])[CH2:47][CH3:48])([CH3:49])[CH3:50].[F:1][c:2]1[c:3]([NH:17][C:18](=[O:19])[c:20]2[c:21]([C:26](=[O:27])[OH:28])[cH:22][n:23][n:24]2[CH3:25])[cH:4][c:5]2[n:6]([cH:7]1)[n:8][c:9](-[c:11]1[cH:12][cH:13][cH:14][cH:15][cH:16]1)[n:10]2.[O:51]1[CH2:52][CH2:53][CH2:54][CH2:55]1>>[F:1][c:2]1[c:3]([NH:17][C:18](=[O:19])[c:20]2[c:21]([C:26](=[O:27])[N:34]3[CH2:29][CH2:30][O:31][CH2:32][CH2:33]3)[cH:22][n:23][n:24]2[CH3:25])[cH:4][c:5]2[n:6]([cH:7]1)[n:8][c:9](-[c:11]1[cH:12][cH:13][cH:14][cH:15][cH:16]1)[n:10]2. RXN SMILES: [Cl-].[CH3:2][C:3]([CH3:25])=[CH:4]C[P+](C1C=CC=CC=1)(C1C=CC=CC=1)C1C=CC=CC=1.[CH3:26][O-].[Na+].[F:29][C:30]([F:35])([F:34])[C:31]([CH3:33])=O>C(Cl)Cl.CO>[CH3:4][C:3](=[CH:2][CH:33]=[C:31]([C:30]([F:35])([F:34])[F:29])[CH3:26])[CH3:25] |f:0.1,2.3|. Solvent: CO (methanol), C(Cl)Cl (methylene chloride), C(Cl)Cl (methylene chloride). Procedure: A stirred solution of 144.3 g (0.39 mole) of (3-methyl-2-butenyl)triphenylphosphonium chloride in 300 ml of methylene chloride, under nitrogen atmosphere, was cooled to 0° C. To this cold solution a solution of 84.2 g (0.39 mole) of sodium methoxide 25% in methanol was added dropwise at a rate to keep the reaction mixture temperature below 4° C. Upon complete addition (40 minutes) a solution of 50.4 g (0.45 mole) of 1,1,1-trifluoroacetone in 5 ml of methylene chloride was added dropwise at a rat... Reactants: C[O-].[Na+] (sodium methoxide), FC(C(=O)C)(F)F (1,1,1-trifluoroacetone), [Cl-].CC(=CC[P+](C1=CC=CC=C1)(C1=CC=CC=C1)C1=CC=CC=C1)C ((3-methyl-2-butenyl)triphenylphosphonium chloride). Run at time 18 hour. Isolated yield 22.2%. The product is CC(C)=CC=C(C)C(F)(F)F (2-methyl-5-trifluoromethyl-2,4-hexadiene). The reactants are Cc1ccc2c(c1)c(N1CCNCC1)c(C#N)c(=O)n2Cc1ccccc1, O, c1ccncc1, O=C(Cl)c1ccco1. Yields the product Cc1ccc2c(c1)c(N1CCN(C(=O)c3ccco3)CC1)c(C#N)c(=O)n2Cc1ccccc1. Reaction SMILES: [CH2:9]([c:10]1[cH:11][cH:12][cH:13][cH:14][cH:15]1)[n:16]1[c:17](=[O:35])[c:18]([C:33]#[N:34])[c:19]([N:27]2[CH2:28][CH2:29][NH:30][CH2:31][CH2:32]2)[c:20]2[cH:21][c:22]([CH3:26])[cH:23][cH:24][c:25]12.[OH2:36].[cH:37]1[cH:38][cH:39][n:40][cH:41][cH:42]1.[o:1]1[c:2]([C:6](=[O:7])[Cl:8])[cH:3][cH:4][cH:5]1>>[o:1]1[c:2]([C:6](=[O:7])[N:30]2[CH2:29][CH2:28][N:27]([c:19]3[c:18]([C:33]#[N:34])[c:17](=[O:35])[n:16]([CH2:9][c:10]4[cH:11][cH:12][cH:13][cH:14][cH:15]4)[c:25]4[c:20]3[cH:21][c:22]([CH3:26])[cH:23][cH:24]4)[CH2:32][CH2:31]2)[cH:3][cH:4][cH:5]1. The reactants are COc1cc(C2Nc3ccc(C(=O)O)cc3CC2(C)C)cc(N2CCOCC2)c1, CN(C)c1ccncc1, NS(=O)(=O)C1CC1, ClCCl. The product is COc1cc(C2Nc3ccc(C(=O)NS(=O)(=O)C4CC4)cc3CC2(C)C)cc(N2CCOCC2)c1. As a reaction SMILES: [CH3:1][C:2]1([CH3:29])[CH:3]([c:15]2[cH:16][c:17]([O:27][CH3:28])[cH:18][c:19]([N:21]3[CH2:22][CH2:23][O:24][CH2:25][CH2:26]3)[cH:20]2)[NH:4][c:5]2[cH:6][cH:7][c:8]([C:12](=[O:13])[OH:14])[cH:9][c:10]2[CH2:11]1.[CH3:37][N:38]([CH3:39])[c:40]1[cH:41][cH:42][n:43][cH:44][cH:45]1.[CH:30]1([S:33](=[O:34])(=[O:35])[NH2:36])[CH2:31][CH2:32]1.[Cl:46][CH2:47][Cl:48]>>[CH3:1][C:2]1([CH3:29])[CH:3]([c:15]2[cH:16][c:17]([O:27][CH3:28])[cH:18][c:19]([N:21]3[CH2:22][CH2:23][O:24][CH2:25][CH2:26]3)[cH:20]2)[NH:4][c:5]2[cH:6][cH:7][c:8]([C:12](=[O:14])[NH:36][S:33]([CH:30]3[CH2:31][CH2:32]3)(=[O:34])=[O:35])[cH:9][c:10]2[CH2:11]1.